Dataset: the Open Reaction Database (ORD), a public repository of structured organic reaction records. Task: describe an organic reaction: reactants, conditions, products, and yield Reactants: CC(=O)Oc1cc(OCCCCCOc2ccc(C#N)cc2)ccc1C(=O)N(C(C)C)C(C)C, CCO, [Na+], [OH-]. Yields the product CC(C)N(C(=O)c1ccc(OCCCCCOc2ccc(C#N)cc2)cc1O)C(C)C. RXN SMILES: [C:1](=[O:2])([CH3:3])[O:4][c:5]1[c:6]([C:7](=[O:8])[N:9]([CH:10]([CH3:11])[CH3:12])[CH:13]([CH3:14])[CH3:15])[cH:16][cH:17][c:18]([O:20][CH2:21][CH2:22][CH2:23][CH2:24][CH2:25][O:26][c:27]2[cH:28][cH:29][c:30]([C:33]#[N:34])[cH:31][cH:32]2)[cH:19]1.[CH3:37][CH2:38][OH:39].[Na+:36].[OH-:35]>>[OH:4][c:5]1[c:6]([C:7](=[O:8])[N:9]([CH:10]([CH3:11])[CH3:12])[CH:13]([CH3:14])[CH3:15])[cH:16][cH:17][c:18]([O:20][CH2:21][CH2:22][CH2:23][CH2:24][CH2:25][O:26][c:27]2[cH:28][cH:29][c:30]([C:33]#[N:34])[cH:31][cH:32]2)[cH:19]1. Starting materials: ClC(=O)OCC1=CC=CC=C1 (Benzyl chloroformate), CN1C=C(C[C@H](N)C(=O)O)N=C1 (1-methyl-L-histidine). Run in C1CCOC1 (THF), C(=O)(O)[O-].[Na+] (NaHCO3). Reaction conditions: time 8 hour. Yields the product N([C@@H](CC1=CN(C=N1)C)C(=O)O)C(=O)OCC1=CC=CC=C1 (Cbz-His(1-Me)). Yield: 105.5%. Reaction SMILES: Cl[C:2]([O:4][CH2:5][C:6]1[CH:11]=[CH:10][CH:9]=[CH:8][CH:7]=1)=[O:3].[CH3:12][N:13]1[CH:23]=[N:22][C:15]([CH2:16][C@@H:17]([C:19]([OH:21])=[O:20])[NH2:18])=[CH:14]1>C1COCC1.C([O-])(O)=O.[Na+]>[NH:18]([C:2]([O:4][CH2:5][C:6]1[CH:11]=[CH:10][CH:9]=[CH:8][CH:7]=1)=[O:3])[C@H:17]([C:19]([OH:21])=[O:20])[CH2:16][C:15]1[N:22]=[CH:23][N:13]([CH3:12])[CH:14]=1 |f:3.4|. Reported procedure: Benzyl chloroformate (0.24 mL, 1.7 mmol) was added dropwise to a slurry of 1-methyl-L-histidine (0.25 g, 1.5 mmol) in THF (5 mL) and saturated aqueous NaHCO3, (5 mL) at 0° C. The mixture was allowed to warm to room temperature and stirred overnight. The mixture was concentrated and diluted with H2O, washed with ether, and the pH adjusted to 6-7 with iN HCl. The mixture was concentrated, then diluted with CHCl3 (150 mL) and MeOH (15 mL), and stirred for 1 hour. The mixture was dried (MgSO4) and c... Starting materials: O=[N+]([O-])c1cc(Br)cnc1Cl, CCO, [Na]. The product is CCOc1ncc(Br)cc1[N+](=O)[O-]. Reaction SMILES: [Br:2][c:3]1[cH:4][c:5]([N+:10](=[O:11])[O-:12])[c:6]([Cl:9])[n:7][cH:8]1.[CH3:13][CH2:14][OH:15].[Na:1]>>[Br:2][c:3]1[cH:4][c:5]([N+:10](=[O:11])[O-:12])[c:6]([O:15][CH2:14][CH3:13])[n:7][cH:8]1. The reactants are C(C)(C)(C)OC([C@H](CNC(C1=CC=C(C=C1)CCC1=CC=C2CCCNC2=N1)=O)NS(=O)(=O)C1=CC=CC=C1)=O (4-[2-(1,2,3,4-Tetrahydro-1,8-naphthyridin-7-yl)ethyl]benzoyl-2(S)-phenylsulfonylamino-β-alanine t-butyl ester), C(=O)(C(F)(F)F)O (TFA). Solvent: C(Cl)Cl (CH2Cl2). Product: N1CCCC2=CC=C(N=C12)CCC1=CC=C(C(=O)NC[C@@H](C(=O)O)NS(=O)(=O)C2=CC=CC=C2)C=C1 (4-[2-(1,2,3,4-Tetrahydro-1,8-naphthyridin-7-yl)ethyl]benzoyl-2(S)-phenylsulfonylamino-β-alanine). As a reaction SMILES: C([O:5][C:6](=[O:40])[C@@H:7]([NH:30][S:31]([C:34]1[CH:39]=[CH:38][CH:37]=[CH:36][CH:35]=1)(=[O:33])=[O:32])[CH2:8][NH:9][C:10](=[O:29])[C:11]1[CH:16]=[CH:15][C:14]([CH2:17][CH2:18][C:19]2[N:28]=[C:27]3[C:22]([CH2:23][CH2:24][CH2:25][NH:26]3)=[CH:21][CH:20]=2)=[CH:13][CH:12]=1)(C)(C)C.C(O)(C(F)(F)F)=O>C(Cl)Cl>[NH:26]1[C:27]2[C:22](=[CH:21][CH:20]=[C:19]([CH2:18][CH2:17][C:14]3[CH:15]=[CH:16][C:11]([C:10]([NH:9][CH2:8][C@H:7]([NH:30][S:31]([C:34]4[CH:35]=[CH:36][CH:37]=[CH:38][CH:39]=4)(=[O:32])=[O:33])[C:6]([OH:40])=[O:5])=[O:29])=[CH:12][CH:13]=3)[N:28]=2)[CH2:23][CH2:24][CH2:25]1. Procedure details: A solution of 32-6 (221 mg, 0.39 mmol), TFA (5 mL) and CH2Cl2 (50 mL) was stirred under ambient conditions for 18 h. The reaction was concentrated and the solid residue purified by flash chromatography (silica, 19:1 EtOH/NH4OH) to give 32-7 as a pale yellow solid. Starting materials: O=C(c1cccs1)c1cccs1, CC(C)C[Al+]CC(C)C, ClCCl, [H-]. Product: OC(c1cccs1)c1cccs1. As a reaction SMILES: [C:1](=[O:2])([c:3]1[cH:4][cH:5][cH:6][s:7]1)[c:8]1[s:9][cH:10][cH:11][cH:12]1.[CH2:14]([Al+:15][CH2:16][CH:17]([CH3:18])[CH3:19])[CH:20]([CH3:21])[CH3:22].[CH2:23]([Cl:24])[Cl:25].[H-:13]>>[CH:1]([OH:2])([c:3]1[cH:4][cH:5][cH:6][s:7]1)[c:8]1[s:9][cH:10][cH:11][cH:12]1. Reactants: ClC=1C=C(OCC#N)C=C(C1)[N+](=O)[O-] ((3-chloro-5-nitro-phenoxy)-acetonitrile), O.O.[Sn](Cl)Cl (tin (II) chloride dihydrate), C([O-])(O)=O.[Na+] (sodium bicarbonate). Run in C(C)(=O)OCC (ethyl acetate), C(C)(=O)OCC (ethyl acetate). Conditions: temperature 70 celsius. Yields the product NC=1C=C(OCC#N)C=C(C1)Cl ((3-amino-5-chloro-phenoxy)-acetonitrile). The yield is 62.5%. Reaction SMILES: [Cl:1][C:2]1[CH:3]=[C:4]([CH:9]=[C:10]([N+:12]([O-])=O)[CH:11]=1)[O:5][CH2:6][C:7]#[N:8].O.O.[Sn](Cl)Cl.C(=O)(O)[O-].[Na+]>C(OCC)(=O)C>[NH2:12][C:10]1[CH:9]=[C:4]([CH:3]=[C:2]([Cl:1])[CH:11]=1)[O:5][CH2:6][C:7]#[N:8] |f:1.2.3,4.5|. Procedure: A warm solution of 8.23 g of (3-chloro-5-nitro-phenoxy)-acetonitrile in 150 ml of ethyl acetate was treated with 34.9 g of tin (II) chloride dihydrate and the solution was heated at 70° C. for 2 hours. The reaction mixture was cooled to room temperature, diluted with ethyl acetate, basified with saturated sodium bicarbonate solution, extracted twice with ethyl acetate, dried (MgSO4), and evaporated to dryness. The residue was purified by silica gel chromatography using ethyl acetate/hexane (35:6... Starting materials: [H][H] (hydrogen), ClC=1OC(=C(N1)C1=CC=CC=C1)C1=CC=CC=C1 (2-chloro-4,5-diphenyl-oxazole), C(C)OC(CS)=O (thioglycolic acid ethyl ester), [H-].[Na+] (NaH), BrC=1OC(=C(N1)C1=CC=CC=C1)C1=CC=CC=C1 (2-bromo-4,5-diphenyl-oxazole). Run in CN(C)C=O (DMF). Conditions: time 5 hour. Yields the product ethyl ester, C1(=CC=CC=C1)C=1N=C(OC1C1=CC=CC=C1)SCC(=O)O (4,5-diphenyl-2-oxazolylmercaptoacetic acid). RXN SMILES: C([O:3][C:4](=[O:7])[CH2:5][SH:6])C.[H-].[Na+].[H][H].Cl[C:13]1[O:14][C:15]([C:24]2[CH:29]=[CH:28][CH:27]=[CH:26][CH:25]=2)=[C:16]([C:18]2[CH:23]=[CH:22][CH:21]=[CH:20][CH:19]=2)[N:17]=1.BrC1OC(C2C=CC=CC=2)=C(C2C=CC=CC=2)N=1>CN(C=O)C>[C:18]1([C:16]2[N:17]=[C:13]([S:6][CH2:5][C:4]([OH:3])=[O:7])[O:14][C:15]=2[C:24]2[CH:25]=[CH:26][CH:27]=[CH:28][CH:29]=2)[CH:23]=[CH:22][CH:21]=[CH:20][CH:19]=1 |f:1.2|. Procedure: 12 g. of thioglycolic acid ethyl ester is added to a suspension of 2.4 g. of NaH in 200 ml. of freshly distilled DMF, and the mixture is agitated until the evolution of hydrogen has ceased. Thereafter, 25.5 g. of 2-chloro-4,5-diphenyl-oxazole or 30 g. of 2-bromo-4,5-diphenyl-oxazole is added to the mixture. The latter is agitated for 5 hours at 80° and worked up as usual, thus obtaining the ethyl ester of 4,5-diphenyl-2-oxazolylmercaptoacetic acid, b.p. 207°-210°/0.1 mm.; m.p. 54°-56° (hexane).